Dataset: the Open Reaction Database (ORD), a public repository of structured organic reaction records. Task: describe an organic reaction: reactants, conditions, products, and yield Starting materials: CC(=O)n1cc(CC2CCCN2C(=O)OC(C)(C)C)c2ccc(F)cc21, CO, [Na+], [OH-]. The product is CC(C)(C)OC(=O)N1CCCC1Cc1c[nH]c2cc(F)ccc12. Reaction SMILES: [C:1]([CH3:2])([CH3:3])([CH3:4])[O:5][C:6](=[O:7])[N:8]1[CH:9]([CH2:13][c:14]2[cH:15][n:16]([C:24](=[O:25])[CH3:26])[c:17]3[cH:18][c:19]([F:23])[cH:20][cH:21][c:22]23)[CH2:10][CH2:11][CH2:12]1.[CH3:29][OH:30].[Na+:28].[OH-:27]>>[C:1]([CH3:2])([CH3:3])([CH3:4])[O:5][C:6](=[O:7])[N:8]1[CH:9]([CH2:13][c:14]2[cH:15][nH:16][c:17]3[cH:18][c:19]([F:23])[cH:20][cH:21][c:22]23)[CH2:10][CH2:11][CH2:12]1.